Dataset: the Open Reaction Database (ORD), a public repository of structured organic reaction records. Task: describe an organic reaction: reactants, conditions, products, and yield Reactants: CC(C)(C)OC(=O)Nc1ccc(CCCCn2ccnn2)cc1, CN(C)C=O, FC(F)(F)Oc1ccc2[nH]c(-c3nc(CCl)co3)cc2c1. Yields the product CC(C)(C)OC(=O)N(Cc1coc(-c2cc3cc(OC(F)(F)F)ccc3[nH]2)n1)c1ccc(CCCCn2ccnn2)cc1. Reaction SMILES: [C:1]([CH3:2])([CH3:3])([CH3:4])[O:5][C:6]([NH:7][c:8]1[cH:9][cH:10][c:11]([CH2:14][CH2:15][CH2:16][CH2:17][n:18]2[n:19][n:20][cH:21][cH:22]2)[cH:12][cH:13]1)=[O:23].[CH:45]([N:46]([CH3:47])[CH3:48])=[O:49].[Cl:24][CH2:25][c:26]1[n:27][c:28](-[c:31]2[nH:32][c:33]3[cH:34][cH:35][c:36]([O:40][C:41]([F:42])([F:43])[F:44])[cH:37][c:38]3[cH:39]2)[o:29][cH:30]1>>[C:1]([CH3:2])([CH3:3])([CH3:4])[O:5][C:6]([N:7]([c:8]1[cH:9][cH:10][c:11]([CH2:14][CH2:15][CH2:16][CH2:17][n:18]2[n:19][n:20][cH:21][cH:22]2)[cH:12][cH:13]1)[CH2:25][c:26]1[n:27][c:28](-[c:31]2[nH:32][c:33]3[cH:34][cH:35][c:36]([O:40][C:41]([F:42])([F:43])[F:44])[cH:37][c:38]3[cH:39]2)[o:29][cH:30]1)=[O:23]. Starting materials: COC(=O)c1ccc(C(=O)O)cc1Br, CCN=C=NCCCN(C)C, Cl, C1CCOC1, O, O=C1CCC(=O)N1O. The product is COC(=O)c1ccc(C(=O)ON2C(=O)CCC2=O)cc1Br. Reaction SMILES: [Br:1][c:2]1[cH:3][c:4]([C:5](=[O:6])[OH:7])[cH:8][cH:9][c:10]1[C:11](=[O:12])[O:13][CH3:14].[CH3:24][N:25]([CH3:26])[CH2:27][CH2:28][CH2:29][N:30]=[C:31]=[N:32][CH2:33][CH3:34].[ClH:23].[O:36]1[CH2:37][CH2:38][CH2:39][CH2:40]1.[OH2:35].[OH:15][N:16]1[C:17](=[O:22])[CH2:18][CH2:19][C:20]1=[O:21]>>[Br:1][c:2]1[cH:3][c:4]([C:5](=[O:6])[O:7][N:16]2[C:17](=[O:22])[CH2:18][CH2:19][C:20]2=[O:21])[cH:8][cH:9][c:10]1[C:11](=[O:12])[O:13][CH3:14]. The reactants are CN(C=O)C (N,N-dimethylformamide), BrC=1C=CC(=NC1)NCC1=C(C=CC=C1)F ((5-bromo-pyridin-2-yl)-(2-fluoro-benzyl)-amine), C(C)(C)(C)[Li] (tert-butyllithium), C(C)(C)(C)[Li] (tert-butyllithium), [Cl-].[NH4+] (ammonium chloride). Run in O1CCCC1 (tetrahydrofuran). Conditions: temperature -78 celsius, time 25 minute. The product is FC1=C(CNC2=CC=C(C=N2)C=O)C=CC=C1 (6-(2-fluoro-benzylamino)-pyridine-3-carbaldehyde). The yield is 93.7%. Reaction SMILES: Br[C:2]1[CH:3]=[CH:4][C:5]([NH:8][CH2:9][C:10]2[CH:15]=[CH:14][CH:13]=[CH:12][C:11]=2[F:16])=[N:6][CH:7]=1.C([Li])(C)(C)C.CN(C)[CH:24]=[O:25].[Cl-].[NH4+]>O1CCCC1>[F:16][C:11]1[CH:12]=[CH:13][CH:14]=[CH:15][C:10]=1[CH2:9][NH:8][C:5]1[N:6]=[CH:7][C:2]([CH:24]=[O:25])=[CH:3][CH:4]=1 |f:3.4|. Procedure: In a round bottom flask, (5-bromo-pyridin-2-yl)-(2-fluoro-benzyl)-amine (40, 3.90 g, 13.9 mmol) was combined with 60.0 mL of tetrahydrofuran at −78° C. under nitrogen and tert-butyllithium (5.57 mL, 2.50 M in hexane) was added over 5 minutes. After 30 minutes additional tert-butyllithium (17.1 mL, 1.7 M in hexane) was added over 5 minutes. After 25 minutes, N,N-dimethylformamide (2.6 mL, 34 mmol) was added and the mixture was stirred for 70 minutes at −78° C., then allowed to warm up to room tem... The reactants are ClC1=C(C2=C(CCN(CC2)C(C(F)(F)F)=O)C=C1)OS(=O)(=O)C(F)(F)F (7-chloro-3-(2,2,2-trifluoroacetyl)-6-trifluoromethanesulfonyloxy-2,3,4,5-tetrahydro-1H-benzo[d]azepine), FC(CNCC=1C=C(C=CC1)B(O)O)(F)F (3-[(2,2,2-trifluoroethyl-amino)-methyl]-phenyl-boronic acid), C([O-])([O-])=O.[Na+].[Na+] (sodium carbonate). Reagents/catalysts: Cl[Pd]([P](C1=CC=CC=C1)(C2=CC=CC=C2)C3=CC=CC=C3)([P](C4=CC=CC=C4)(C5=CC=CC=C5)C6=CC=CC=C6)Cl (bis(triphenylphosphine)-palladium(II) chloride). Run in CCOC(=O)C (EtOAc), C1CCOC1.O (THF water). Reaction conditions: temperature 80 celsius. The product is ClC1=C(C2=C(CCN(CC2)C(C(F)(F)F)=O)C=C1)C1=CC(=CC=C1)CNCC(F)(F)F (7-chloro-3-(2,2,2-trifluoroacetyl)-6-{3-[(2,2,2-trifluoroethyl-amino)-methyl]-phenyl}-2,3,4,5-tetrahydro-1H-benzo[d]azepine). Reaction SMILES: [Cl:1][C:2]1[CH:18]=[CH:17][C:5]2[CH2:6][CH2:7][N:8]([C:11](=[O:16])[C:12]([F:15])([F:14])[F:13])[CH2:9][CH2:10][C:4]=2[C:3]=1OS(C(F)(F)F)(=O)=O.[F:27][C:28]([F:42])([F:41])[CH2:29][NH:30][CH2:31][C:32]1[CH:33]=[C:34](B(O)O)[CH:35]=[CH:36][CH:37]=1.C(=O)([O-])[O-].[Na+].[Na+]>C1COCC1.O.CCOC(C)=O.Cl[Pd](Cl)([P](C1C=CC=CC=1)(C1C=CC=CC=1)C1C=CC=CC=1)[P](C1C=CC=CC=1)(C1C=CC=CC=1)C1C=CC=CC=1>[Cl:1][C:2]1[CH:18]=[CH:17][C:5]2[CH2:6][CH2:7][N:8]([C:11](=[O:16])[C:12]([F:13])([F:15])[F:14])[CH2:9][CH2:10][C:4]=2[C:3]=1[C:34]1[CH:35]=[CH:36][CH:37]=[C:32]([CH2:31][NH:30][CH2:29][C:28]([F:42])([F:41])[F:27])[CH:33]=1 |f:2.3.4,5.6,^1:63,82|. Procedure details: Dissolve 7-chloro-3-(2,2,2-trifluoroacetyl)-6-trifluoromethanesulfonyloxy-2,3,4,5-tetrahydro-1H-benzo[d]azepine (425 mg, 1 mmol), bis(triphenylphosphine)-palladium(II) chloride (0.1 equiv.), 3-[(2,2,2-trifluoroethyl-amino)-methyl]-phenyl-boronic acid (465 mg, 2.0 mmol) and sodium carbonate (2 equiv.) in THF/water (2:1, 15 mL) and heat the mixture at 80° C. for 6 h. Cool the reaction mixture to ambient temperature, dilute with EtOAc and wash with water. Dry the organic fraction over MgSO4, filter... The reactants are CC(=O)Oc1cccn2c(Br)c(C)nc12, CO, Cl, [Na+], [OH-]. The product is Cc1nc2c(O)cccn2c1Br. RXN SMILES: [C:1](=[O:2])([CH3:3])[O:4][c:5]1[c:6]2[n:7]([cH:8][cH:9][cH:10]1)[c:11]([Br:15])[c:12]([CH3:14])[n:13]2.[CH3:19][OH:20].[ClH:18].[Na+:17].[OH-:16]>>[OH:4][c:5]1[c:6]2[n:7]([cH:8][cH:9][cH:10]1)[c:11]([Br:15])[c:12]([CH3:14])[n:13]2. The reactants are C([O-])([O-])=O.[K+].[K+] (Potassium carbonate), N1C(COCC1)=O (morpholinone), 53, [N+](=O)([O-])[O-].[Ce+4].[NH4+].[N+](=O)([O-])[O-].[N+](=O)([O-])[O-].[N+](=O)([O-])[O-].[N+](=O)([O-])[O-] (ammonium cerium (IV) nitrate), C(C)(=O)OCC.CO.C(C)NCC (ethyl acetate methanol diethylamine). Run in O (water), C(C)#N (acetonitrile). Reaction conditions: temperature 40 celsius, time 18 hour. Yields the product N1C=NC(=C1)C[C@H]1C(NCCO1)=O ((2S)-2-(1H-Imidazol-4-ylmethyl)-3-morpholinone). As a reaction SMILES: [NH:1]1[CH2:6][CH2:5][O:4][CH2:3][C:2]1=[O:7].[N+]([O-])([O-])=O.[Ce+4].[NH4+:13].[N+]([O-])([O-])=O.[N+]([O-])([O-])=O.[N+]([O-])([O-])=O.[N+]([O-])([O-])=O.C(=O)([O-])[O-].[K+].[K+].C(O[CH2:40][CH3:41])(=O)C.CO.[CH2:44]([NH:46][CH2:47]C)C>O.C(#N)C>[NH:46]1[CH:47]=[C:40]([CH2:41][C@@H:3]2[O:4][CH2:5][CH2:6][NH:1][C:2]2=[O:7])[N:13]=[CH:44]1 |f:1.2.3.4.5.6.7,8.9.10,11.12.13|. Procedure details: A mixture of the protected morpholinone of Preparation 53 (500 mg, 1.66 mmol), and ammonium cerium (IV) nitrate (2.5 g, 4.5 mmol) in water (6 ml) and acetonitrile (6 ml) was stirred at 40° C. for 18 hours. Potassium carbonate (1.5 g) was added and the mixture was stirred for 10 minutes then adsorbed onto silica gel. The product was isolated by column chromatography on silica gel using ethyl acetate:methanol:diethylamine (96:2:2 to 80:10:10) and was further purified by column chromatography on si... Starting materials: CC(C\C=C/CCCCCCCCCC(=O)O)C ((Z)-14-Methyl-11-pentadecenoic acid), C(CC(C)C)=O (isovaleraldehyde), C(CCCC)=O (valeraldehyde), [I-].COC(=O)CCCCCCCCCC[P+](C1=CC=CC=C1)(C1=CC=CC=C1)C1=CC=CC=C1 (10-(Methoxycarbonyl)-decyltriphenylphosphonium iodide), C[O-].[Na+] (NaOMe). Run in C(=O)N(C)C (HCONMe2). The product is CC(C\C=C/CCCCCCCCCC(=O)OC)C (methyl (Z)-14-methyl-11-pentadecenate). Isolated yield 83.0%. RXN SMILES: [CH3:1][CH:2]([CH3:18])[CH2:3]/[CH:4]=[CH:5]\[CH2:6][CH2:7][CH2:8][CH2:9][CH2:10][CH2:11][CH2:12][CH2:13][CH2:14][C:15]([OH:17])=[O:16].[I-].[CH3:20]OC(CCCCCCCCCC[P+](C1C=CC=CC=1)(C1C=CC=CC=1)C1C=CC=CC=1)=O.C[O-].[Na+].C(=O)CC(C)C.C(=O)CCCC>C(N(C)C)=O>[CH3:1][CH:2]([CH3:18])[CH2:3]/[CH:4]=[CH:5]\[CH2:6][CH2:7][CH2:8][CH2:9][CH2:10][CH2:11][CH2:12][CH2:13][CH2:14][C:15]([O:17][CH3:20])=[O:16] |f:1.2,3.4|. Reported procedure: (Z)-14-Methyl-11-pentadecenoic acid. 10-(Methoxycarbonyl)-decyltriphenylphosphonium iodide having a melting point of 126°-129° (N. Petragnani and G. Schill, Chem. Ber., 97, 3293, (1964)), was treated with NaOMe and HCONMe2 to give Ph3PCH(CH2)9 --COOMe. It was then treated with isovaleraldehyde ((CH3)2CHCH2CH=O)(as with valeraldehyde in the Pentragnani et al. process) to give methyl (Z)-14-methyl-11-pentadecenate (83% yield) as a yellow oil; PMR (CDCl3) δ 5.44 m (CH=CH), 3.70s (COOCH3), 0.90d (Me... RXN SMILES: [CH:1](=O)[C:2]1[C:3](=[CH:5][CH:6]=[CH:7][CH:8]=1)[OH:4].C([O-])(=O)C.[Na+].C(O)C.Cl.[NH2:19][C:20]1[C:29]2[C:24](=[CH:25][CH:26]=[CH:27][CH:28]=2)[C:23]([OH:30])=[CH:22][CH:21]=1>O>[OH:4][C:3]1[CH:5]=[CH:6][CH:7]=[CH:8][C:2]=1[CH:1]=[N:19][C:20]1[C:29]2[C:24](=[CH:25][CH:26]=[CH:27][CH:28]=2)[C:23]([OH:30])=[CH:22][CH:21]=1 |f:1.2,4.5|. Solvent: O (water). Procedure: To a 500 milliliter round bottom flask equipped with a water condenser, magnetic stirrer and drying tube was added 5.50 grams (0.045 moles) of salicylaldehyde, 4.10 grams (0.050 moles) of sodium acetate and 40 milliliters of ethanol. The resulting mixture was then heated to a temperature of 50° C. and a solution consisting of 7.83 grams (0.040 moles) of 4-amino-1-naphthol hydrochloride in 20 milliliters of water was added thereto. The resulting reaction mixture was stirred for 15 minutes at a te... Yields the product OC1=C(C=NC2=CC=C(C3=CC=CC=C23)O)C=CC=C1 (4-(2-hydroxybenzylideneamino)-1-naphthol). Run at temperature 50 celsius, time 15 minute. Starting materials: C(C=1C(O)=CC=CC1)=O (salicylaldehyde), C(C)(=O)[O-].[Na+] (sodium acetate), C(C)O (ethanol), Cl.NC1=CC=C(C2=CC=CC=C12)O (4-amino-1-naphthol hydrochloride). Yield: 82.5%.